Dataset: the Open Reaction Database (ORD), a public repository of structured organic reaction records. Task: describe an organic reaction: reactants, conditions, products, and yield Reactants: CC(C(=O)NO)(C)C ((2,2-dimethyl)propiohydroxamic acid), CN=C=O (methyl isocyanate), CCCCCC (hexane). The reagents and catalysts are C(C)N(CC)CC (triethylamine). Run in C(Cl)Cl (methylene chloride). Yields the product CNC(=O)N(C(C(C)(C)C)=O)OC(=O)NC (N-((Methylamino)carbonyl)-N-(((methylamino)-carbonyl)oxy)(2,2-dimethyl)propionamide). Reaction SMILES: [CH3:1][C:2]([CH3:8])([CH3:7])[C:3]([NH:5][OH:6])=[O:4].[CH3:9][N:10]=[C:11]=[O:12].CCCCCC>C(N(CC)CC)C.C(Cl)Cl>[CH3:9][NH:10][C:11]([N:5]([O:6][C:11]([NH:10][CH3:9])=[O:12])[C:3](=[O:4])[C:2]([CH3:8])([CH3:7])[CH3:1])=[O:12]. Procedure details: (2,2-dimethyl)propiohydroxamic acid (5.9 grams), methyl isocyanate (6.5 grams), and a few drops of triethylamine were stirred in about 50 ml of methylene chloride over a period of about 48 hours. This mixture was then concentrated under vacuum leaving a colorless, oily residue. Trituration of this oil with hexane left a sticky solid which was recrystallized from a solution of methylene chloride and hexane. Subsequent recrystallization from a minimal amount of methylene chloride and toluene left ... Starting materials: N#CCl (cyanogen chloride), CC1CC(CC(C1)(C)C)NC(C1=C(C=CC=C1)S)=O (2-mercaptobenzoic acid N-(3,5,5-trimethyl-cyclohexyl)-amide). The solvent is O1CCCC1 (tetrahydrofuran), O1CCCC1 (tetrahydrofuran). Run at temperature -15 celsius, time 2 hour. Product: CC1CC(CC(C1)(C)C)NC(C1=C(C=CC=C1)SC#N)=O (2-thiocyanato-benzoic acid N-(3,5,5-trimethylcyclohexyl)-amide). Yield: 86.3%. RXN SMILES: [CH3:1][CH:2]1[CH2:7][C:6]([CH3:9])([CH3:8])[CH2:5][CH:4]([NH:10][C:11](=[O:19])[C:12]2[CH:17]=[CH:16][CH:15]=[CH:14][C:13]=2[SH:18])[CH2:3]1.[N:20]#[C:21]Cl>O1CCCC1>[CH3:1][CH:2]1[CH2:7][C:6]([CH3:9])([CH3:8])[CH2:5][CH:4]([NH:10][C:11](=[O:19])[C:12]2[CH:17]=[CH:16][CH:15]=[CH:14][C:13]=2[S:18][C:21]#[N:20])[CH2:3]1. Procedure details: 49.9 g (0.18 mol) of 2-mercaptobenzoic acid N-(3,5,5-trimethyl-cyclohexyl)-amide are initially introduced into 200 ml of tetrahydrofuran. The solution is cooled to -15° C. and 33.3 g (0.54 mol) of cyanogen chloride, dissolved in 50 ml of tetrahydrofuran, are added dropwise in the course of 30 minutes such that the internal temperature does not exceed -5° C. When the dropwise addition has ended, the mixture is allowed to come to room temperature in the course of 1 hour and stirring is then contin... The reactants are COC(=O)N1CCC(CC1)N1CCC(CC1)N1C(NC2=C1C=CC=C2)=O (1-[1-(1-methoxycarbonylpiperidin-4-yl)piperidin-4-yl]-1,3-dihydro-2H-benzimidazol-2-one), CS(=O)(=O)Cl (methanesulfonyl chloride), COC(=O)N1CCC(CC1)N1CCC(CC1)N1C(NC2=C1C=CC(=C2)C)=O (1-[1-(1-methoxycarbonylpiperidin-4-yl)-piperidin-4-yl]-5-methyl-1,3-dihydro-2H-benzimidazol-2-one), C(C)(=O)Cl (acetyl chloride). Yields the product COC(=O)N1CCC(CC1)N1CCC(CC1)N1C(N(C2=C1C=CC(=C2)C)S(=O)(=O)C)=O (1-(1-methoxycarbonylpiperidin-4-yl)-piperidin-4-yl-5-methyl-3-(methylsulfonyl)-1,3-dihydro-2H-benzimidazol-2-one). As a reaction SMILES: COC(N1CCC(N2CCC(N3C4C=CC=CC=4NC3=O)CC2)CC1)=O.[CH3:27][O:28][C:29]([N:31]1[CH2:36][CH2:35][CH:34]([N:37]2[CH2:42][CH2:41][CH:40]([N:43]3[C:47]4[CH:48]=[CH:49][C:50]([CH3:52])=[CH:51][C:46]=4[NH:45][C:44]3=[O:53])[CH2:39][CH2:38]2)[CH2:33][CH2:32]1)=[O:30].C(Cl)(=O)C.[CH3:58][S:59](Cl)(=[O:61])=[O:60]>>[CH3:27][O:28][C:29]([N:31]1[CH2:36][CH2:35][CH:34]([N:37]2[CH2:42][CH2:41][CH:40]([N:43]3[C:47]4[CH:48]=[CH:49][C:50]([CH3:52])=[CH:51][C:46]=4[N:45]([S:59]([CH3:58])(=[O:61])=[O:60])[C:44]3=[O:53])[CH2:39][CH2:38]2)[CH2:33][CH2:32]1)=[O:30]. Reported procedure: Example 12 was repeated except that the 1-[1-(1-methoxycarbonylpiperidin-4-yl)piperidin-4-yl]-1,3-dihydro-2H-benzimidazol-2-one was replaced with 1-[1-(1-methoxycarbonylpiperidin-4-yl)-piperidin-4-yl]-5-methyl-1,3-dihydro-2H-benzimidazol-2-one which was synthesized by the method of Referential Example 5 and that acetyl chloride was replaced with methanesulfonyl chloride. The title compound was obtained as a colorless oil. The reactants are ClCC1=CC=C(C=C1)C1(CC1)NC(C)=O (N-(1-(4-chloromethylphenyl)cyclopropyl)acetamide), N1=C(C=CC=C1)N1CCNCC1 (1-(2-pyridyl)piperazine). Product: N1=C(C=CC=C1)N1CCN(CC1)CC1=CC=C(C=C1)C1(CC1)NC(C)=O (N-(1-(4-((4-(Pyridin-2-yl)piperazin-1-yl)methyl)phenyl)cyclopropyl)acetamide). As a reaction SMILES: Cl[CH2:2][C:3]1[CH:8]=[CH:7][C:6]([C:9]2([NH:12][C:13](=[O:15])[CH3:14])[CH2:11][CH2:10]2)=[CH:5][CH:4]=1.[N:16]1[CH:21]=[CH:20][CH:19]=[CH:18][C:17]=1[N:22]1[CH2:27][CH2:26][NH:25][CH2:24][CH2:23]1>>[N:16]1[CH:21]=[CH:20][CH:19]=[CH:18][C:17]=1[N:22]1[CH2:23][CH2:24][N:25]([CH2:2][C:3]2[CH:8]=[CH:7][C:6]([C:9]3([NH:12][C:13](=[O:15])[CH3:14])[CH2:11][CH2:10]3)=[CH:5][CH:4]=2)[CH2:26][CH2:27]1. Procedure: By similar reaction and treatment to that in Example 1(5) using N-(1-(4-chloromethylphenyl)cyclopropyl)acetamide obtained in Example 71(1) instead of N-(4-chloromethylphenylmethyl)acetamide and 1-(2-pyridyl)piperazine instead of phenylpiperazine, the title compound was obtained as white crystals, m.p.=145-147° C. The reactants are C(C1=CC=CC=C1)N1CC(OCC1)C(CC1=C(C=CC=C1)OC)(O)C1=CC=CC=C1 (1-(4-benzyl-morpholin-2-yl)-2-(2-methoxy-phenyl)-1-phenyl-ethanol), FC1=C(C[Mg]Cl)C=CC=C1 (2-fluoro-benzylmagnesium chloride). Product: C(C1=CC=CC=C1)N1CC(OCC1)C(CC1=C(C=CC=C1)F)(O)C1=CC=CC=C1 (1-(4-Benzyl-morpholin-2-yl)-2-(2-fluoro-phenyl)-1-phenyl-ethanol). As a reaction SMILES: [CH2:1]([N:8]1[CH2:13][CH2:12][O:11][CH:10]([C:14]([C:25]2[CH:30]=[CH:29][CH:28]=[CH:27][CH:26]=2)([OH:24])[CH2:15][C:16]2[CH:21]=[CH:20][CH:19]=[CH:18][C:17]=2OC)[CH2:9]1)[C:2]1[CH:7]=[CH:6][CH:5]=[CH:4][CH:3]=1.[F:31]C1C=CC=CC=1C[Mg]Cl>>[CH2:1]([N:8]1[CH2:13][CH2:12][O:11][CH:10]([C:14]([C:25]2[CH:30]=[CH:29][CH:28]=[CH:27][CH:26]=2)([OH:24])[CH2:15][C:16]2[CH:21]=[CH:20][CH:19]=[CH:18][C:17]=2[F:31])[CH2:9]1)[C:2]1[CH:7]=[CH:6][CH:5]=[CH:4][CH:3]=1. Reported procedure: The procedure for the synthesis of example 1a, 1-(4-benzyl-morpholin-2-yl)-2-(2-methoxy-phenyl)-1-phenyl-ethanol, was followed using commercially available 2-fluoro-benzylmagnesium chloride (available from Rieke Metals) as starting material and making non-critical variations, to yield the title compound. FIA [M+H]+=392.1. The reactants are ClC1=CC=C(C=C1)C(C=1C=C2C(=CC(=NC2=CC1)O)Br)C1=CC=C(C=C1)Cl (6-[bis(4-chlorophenyl)methyl]-4-bromoquinolin-2-ol), C1(=CC=CC=C1)N1CCC(CC1)N (1-phenylpiperidin-4-amine), C(=O)([O-])[O-].[Cs+].[Cs+] (Cs2CO3). Reagents/catalysts: C=1C=CC(=CC1)/C=C/C(=O)/C=C/C2=CC=CC=C2.C=1C=CC(=CC1)/C=C/C(=O)/C=C/C2=CC=CC=C2.C=1C=CC(=CC1)/C=C/C(=O)/C=C/C2=CC=CC=C2.[Pd].[Pd] (Pd2(dba)3), C1=CC=C(C=C1)P([C-]2C=CC=C2)C3=CC=CC=C3.C1=CC=C(C=C1)P([C-]2C=CC=C2)C3=CC=CC=C3.[Fe+2] (dppf). The solvent is O1CCOCC1 (1,4-dioxane). Run at temperature 100 celsius, time 8 hour. Product: ClC1=CC=C(C=C1)C(C=1C=C2C(=CC(=NC2=CC1)O)NC1CCN(CC1)C1=CC=CC=C1)C1=CC=C(C=C1)Cl (6-[bis(4-chlorophenyl)methyl]-4-[(1-phenylpiperidin-4-yl)amino]quinolin-2-ol). RXN SMILES: [Cl:1][C:2]1[CH:7]=[CH:6][C:5]([CH:8]([C:21]2[CH:26]=[CH:25][C:24]([Cl:27])=[CH:23][CH:22]=2)[C:9]2[CH:10]=[C:11]3[C:16](=[CH:17][CH:18]=2)[N:15]=[C:14]([OH:19])[CH:13]=[C:12]3Br)=[CH:4][CH:3]=1.[C:28]1([N:34]2[CH2:39][CH2:38][CH:37]([NH2:40])[CH2:36][CH2:35]2)[CH:33]=[CH:32][CH:31]=[CH:30][CH:29]=1.C([O-])([O-])=O.[Cs+].[Cs+]>C1C=CC(/C=C/C(/C=C/C2C=CC=CC=2)=O)=CC=1.C1C=CC(/C=C/C(/C=C/C2C=CC=CC=2)=O)=CC=1.C1C=CC(/C=C/C(/C=C/C2C=CC=CC=2)=O)=CC=1.[Pd].[Pd].C1C=CC(P(C2C=CC=CC=2)[C-]2C=CC=C2)=CC=1.C1C=CC(P(C2C=CC=CC=2)[C-]2C=CC=C2)=CC=1.[Fe+2].O1CCOCC1>[Cl:1][C:2]1[CH:7]=[CH:6][C:5]([CH:8]([C:21]2[CH:26]=[CH:25][C:24]([Cl:27])=[CH:23][CH:22]=2)[C:9]2[CH:10]=[C:11]3[C:16](=[CH:17][CH:18]=2)[N:15]=[C:14]([OH:19])[CH:13]=[C:12]3[NH:40][CH:37]2[CH2:38][CH2:39][N:34]([C:28]3[CH:33]=[CH:32][CH:31]=[CH:30][CH:29]=3)[CH2:35][CH2:36]2)=[CH:4][CH:3]=1 |f:2.3.4,5.6.7.8.9,10.11.12|. Procedure: Into a 8-mL round-bottom flask purged and maintained with an inert atmosphere of nitrogen, was placed 6-[bis(4-chlorophenyl)methyl]-4-bromoquinolin-2-ol (150 mg, 0.33 mmol, 1.00 equip), 1-phenylpiperidin-4-amine (86 mg, 0.49 mmol, 1.49 equip), Pd2(dba)3 (30 mg, 0.03 mmol, 0.10 equip), dppf (63.4 mg, 0.11 mmol, 0.35 equip), Cs2CO3 (266 mg, 0.82 mmol, 2.50 equip), and 1,4-dioxane (3 mL). The resulting solution was stirred overnight at 100° C. The reaction was then quenched by the addition of water... Starting materials: CCOC1CN(C(=O)OCc2ccccc2)CC1Nc1nc(CC)c(-c2cnc(N(C)C)cc2C)nc1CC, COc1ccc(B(O)O)c(C)n1. Product: CCOC1CN(C(=O)OCc2ccccc2)CC1Nc1nc(CC)c(-c2ccc(OC)nc2C)nc1CC. RXN SMILES: [CH3:1][N:2]([CH3:3])[c:4]1[n:5][cH:6][c:7](-[c:9]2[n:10][c:11]([CH2:36][CH3:37])[c:12]([NH:17][CH:18]3[CH2:19][N:20]([C:26](=[O:27])[O:28][CH2:29][c:30]4[cH:31][cH:32][cH:33][cH:34][cH:35]4)[CH2:21][CH:22]3[O:23][CH2:24][CH3:25])[n:13][c:14]2[CH2:15][CH3:16])[c:8]([CH3:38])[cH:39]1.[CH3:40][O:41][c:42]1[cH:43][cH:44][c:45]([B:49]([OH:50])[OH:51])[c:46]([CH3:48])[n:47]1>>[c:9]1(-[c:45]2[cH:44][cH:43][c:42]([O:41][CH3:40])[n:47][c:46]2[CH3:48])[n:10][c:11]([CH2:36][CH3:37])[c:12]([NH:17][CH:18]2[CH2:19][N:20]([C:26](=[O:27])[O:28][CH2:29][c:30]3[cH:31][cH:32][cH:33][cH:34][cH:35]3)[CH2:21][CH:22]2[O:23][CH2:24][CH3:25])[n:13][c:14]1[CH2:15][CH3:16].